Dataset: the Open Reaction Database (ORD), a public repository of structured organic reaction records. Task: describe an organic reaction: reactants, conditions, products, and yield Reactants: [OH-].[Na+] (NaOH), NC=1SC=CC1C#N (2-amino-3-thiophenecarbonitrile), O=C(CC(=O)OCC)C (ethyl 3-oxobutanoate), Cl[Sn](Cl)(Cl)Cl (SnCl4). RXN SMILES: [NH2:1][C:2]1[S:3][CH:4]=[CH:5][C:6]=1[C:7]#[N:8].O=[C:10]([CH3:17])[CH2:11][C:12]([O:14][CH2:15][CH3:16])=[O:13].Cl[Sn](Cl)(Cl)Cl.[OH-].[Na+]>C1(C)C=CC=CC=1.CO.C(Cl)Cl>[NH2:8][C:7]1[C:11]([C:12]([O:14][CH2:15][CH3:16])=[O:13])=[C:10]([CH3:17])[N:1]=[C:2]2[S:3][CH:4]=[CH:5][C:6]=12 |f:3.4|. Run in C1(=CC=CC=C1)C (toluene), CO (MeOH), C(Cl)Cl (DCM). Yields the product NC1=C2C(=NC(=C1C(=O)OCC)C)SC=C2 (Ethyl 4-amino-6-methylthieno[2,3-b]pyridine-5-carboxylate). Conditions: time 30 minute. Procedure: Alternatively, a mixture of 2-amino-3-thiophenecarbonitrile (2.5 g, 20.13 mmol), ethyl 3-oxobutanoate (2.80 mL, 22.15 mmol) and SnCl4 (4.73 mL, 40.3 mmol) in toluene (135 mL) was stirred at RT for 30 min, and then refluxed for 2 h. The mixture was then basified with 6M NaOH (ca. 25 mL), diluted with 10% MeOH in DCM (40 mL), and the mixture filtered through celite. The organic layer of the filtrate was then separated and the aqueous layer re-extracted with 10% MeOH in DCM (50 mL×3). The combined ... Reactants: O=C(C(=O)OCC)NC1=C(C=CC=C1)C (ethyl 2-oxo-2-(o-tolylamino)acetate), C1(=CC=CC=C1)P(C1=CC=CC=C1)C1=CC=CC=C1 (triphenylphosphine), C(Cl)(Cl)(Cl)Cl (carbon tetrachloride). The product is ClC(C(=O)OCC)=NC1=C(C=CC=C1)C (ethyl 2-chloro-2-(o-tolylimino)acetate). As a reaction SMILES: O=[C:2]([NH:8][C:9]1[CH:14]=[CH:13][CH:12]=[CH:11][C:10]=1[CH3:15])[C:3]([O:5][CH2:6][CH3:7])=[O:4].C1(P(C2C=CC=CC=2)C2C=CC=CC=2)C=CC=CC=1.C(Cl)(Cl)(Cl)[Cl:36]>>[Cl:36][C:2](=[N:8][C:9]1[CH:14]=[CH:13][CH:12]=[CH:11][C:10]=1[CH3:15])[C:3]([O:5][CH2:6][CH3:7])=[O:4]. Procedure: The suspension of ethyl 2-oxo-2-(o-tolylamino)acetate (2.0 g, 10 mmol) and triphenylphosphine (4.0 g, 15 mmol) in carbon tetrachloride (150 mL) was refluxed overnight. The reaction was cooled down and filtered. The filtrate was collected and concentrated and used it without further purification. MS (m/z) 226 [M+H]+. The reactants are C(C)(C)[C@H]1[C@@H](C[C@@H](CC1)C)O ((1R,2S,5R)-2-isopropyl-5-methylcyclohexanol), NC1=C(C#N)C(=CC=C1)F (2-amino-6-fluorobenzonitrile). The product is NC1=C(C#N)C(=CC=C1)O[C@H]1[C@@H](CC[C@H](C1)C)C(C)C (2-amino-6-(((1R,2S,5R)-2-isopropyl-5-methylcyclohexyl)oxy)benzonitrile). Reaction SMILES: [CH:1]([C@@H:4]1[CH2:9][CH2:8][C@@H:7]([CH3:10])[CH2:6][C@H:5]1[OH:11])([CH3:3])[CH3:2].[NH2:12][C:13]1[CH:20]=[CH:19][CH:18]=[C:17](F)[C:14]=1[C:15]#[N:16]>>[NH2:12][C:13]1[CH:20]=[CH:19][CH:18]=[C:17]([O:11][C@@H:5]2[CH2:6][C@H:7]([CH3:10])[CH2:8][CH2:9][C@H:4]2[CH:1]([CH3:3])[CH3:2])[C:14]=1[C:15]#[N:16]. Procedure: Prepared as in Example 22b from (1R,2S,5R)-2-isopropyl-5-methylcyclohexanol and 2-amino-6-fluorobenzonitrile as a white solid (51%). MS 273 (MH+). The reactants are C1(=CC=CC=C1)OC(NC=1C(=NC(=C(C1)CC)C)OC)=O (Phenyl-N-(5-ethyl-2-methoxy-6-methylpyridin-3-yl)carbamate), OC1=C(C(=CC=C1)C)N1CCNCC1 (1-(2-hydroxy-6-methylphenyl)piperazine). Yields the product C(C)C=1C=C(C(=NC1C)OC)NC(=O)N1CCN(CC1)C1=C(C=CC=C1C)O (1-[(5-ethyl-2-methoxy-6-methylpyridin-3-yl)aminocarbonyl]-4-(2-hydroxy-6-methylphenyl)piperazine). Yield: 57.0%. RXN SMILES: C1(O[C:8](=[O:21])[NH:9][C:10]2[C:11]([O:19][CH3:20])=[N:12][C:13]([CH3:18])=[C:14]([CH2:16][CH3:17])[CH:15]=2)C=CC=CC=1.[OH:22][C:23]1[CH:28]=[CH:27][CH:26]=[C:25]([CH3:29])[C:24]=1[N:30]1[CH2:35][CH2:34][NH:33][CH2:32][CH2:31]1>>[CH2:16]([C:14]1[CH:15]=[C:10]([NH:9][C:8]([N:33]2[CH2:32][CH2:31][N:30]([C:24]3[C:25]([CH3:29])=[CH:26][CH:27]=[CH:28][C:23]=3[OH:22])[CH2:35][CH2:34]2)=[O:21])[C:11]([O:19][CH3:20])=[N:12][C:13]=1[CH3:18])[CH3:17]. Procedure: Phenyl-N-(5-ethyl-2-methoxy-6-methylpyridin-3-yl)carbamate and 1-(2-hydroxy-6-methylphenyl)piperazine were reacted by the same way with the example 1 to obtain the titled compound. Starting materials: FC(C=1N=C(SC1)NC1=CC=C(C=C1)[C@H](C(=O)O)C)(F)F ((2R)-2-(4-{[4-(trifluoromethyl)-1,3-thiazol-2-yl]amino}phenyl)propanoic acid), C(N)(=S)NC1=CC=C(C=C1)[C@H](C(=O)OC)C (methyl (2R)-2-[4-(carbamothioylamino)phenyl]propanoate), BrCC(C(C)(C)C)=O (1-bromopinacolone). Product: C(C)(C)(C)C=1N=C(SC1)NC1=CC=C(C=C1)[C@H](C(=O)O)C ((2R)-2-{4-[(4-tert-butyl-1,3-thiazol-2-yl)amino]phenyl}propanoic acid). The yield is 55.0%. Reaction SMILES: FC(F)(F)C1N=C(NC2C=CC([C@@H](C)C(O)=O)=CC=2)SC=1.[C:22]([NH:25][C:26]1[CH:31]=[CH:30][C:29]([C@@H:32]([CH3:37])[C:33]([O:35]C)=[O:34])=[CH:28][CH:27]=1)(=[S:24])[NH2:23].Br[CH2:39][C:40](=O)[C:41]([CH3:44])([CH3:43])[CH3:42]>>[C:41]([C:40]1[N:23]=[C:22]([NH:25][C:26]2[CH:31]=[CH:30][C:29]([C@@H:32]([CH3:37])[C:33]([OH:35])=[O:34])=[CH:28][CH:27]=2)[S:24][CH:39]=1)([CH3:44])([CH3:43])[CH3:42]. Reported procedure: The acid was obtained following the same procedure described for (2R)-2-(4-{[4-(trifluoromethyl)-1,3-thiazol-2-yl]amino}phenyl)propanoic acid and starting from methyl (2R)-2-[4-(carbamothioylamino)phenyl]propanoate (2.0 g, 8.40 mmol) and 1-bromopinacolone (1.13 ml, 8.40 mmol). The following acid hydrolysis afforded the pure (2R)-2-{4-[(4-tert-butyl-1,3-thiazol-2-yl)amino]phenyl}propanoic acid (1.41 g, 4.62 mmol) as pale yellow oil (55%). 1H-NMR (CDCl3): δ 8.30 (bs, 1H, NH), 7.40 (d, 2H, J=7 Hz),... Reactants: NC1=C(C=CC(=C1)OCCCCCCN(C)CC=C)C(=O)C1=CC=C(C=C1)Br ([2-amino-4-[6-(allyl-methyl-amino)-hexyloxy]-phenyl]-(4-bromo-phenyl)-methanone), C(=O)O (formic acid). The solvent is C(=O)N (formamide). The product is C(C=C)N(CCCCCCOC=1C=CC(=C(C1)NC=O)C(C1=CC=C(C=C1)Br)=O)C (N-[5-[6-(allyl-methyl-amino)-hexyloxy]-2-(4-bromo-benzoyl)-phenyl]-formamide). As a reaction SMILES: [NH2:1][C:2]1[CH:7]=[C:6]([O:8][CH2:9][CH2:10][CH2:11][CH2:12][CH2:13][CH2:14][N:15]([CH2:17][CH:18]=[CH2:19])[CH3:16])[CH:5]=[CH:4][C:3]=1[C:20]([C:22]1[CH:27]=[CH:26][C:25]([Br:28])=[CH:24][CH:23]=1)=[O:21].[CH:29](O)=[O:30]>C(N)=O>[CH2:17]([N:15]([CH3:16])[CH2:14][CH2:13][CH2:12][CH2:11][CH2:10][CH2:9][O:8][C:6]1[CH:5]=[CH:4][C:3]([C:20](=[O:21])[C:22]2[CH:27]=[CH:26][C:25]([Br:28])=[CH:24][CH:23]=2)=[C:2]([NH:1][CH:29]=[O:30])[CH:7]=1)[CH:18]=[CH2:19]. Procedure details: A solution of 230 mg of [2-amino-4-[6-(allyl-methyl-amino)-hexyloxy]-phenyl]-(4-bromo-phenyl)-methanone (Ex. 36) in 0.5 ml of formic acid and 2 ml of formamide is boiled at 165° C. for 5 min., concentrated at 170° C./0.1 Torr in a bulb-tube and converted into the free amine with methylene chloride/saturated sodium bicarbonate solution. After purification over silica gel with methylene chloride/methanol (2.5%) as the eluent there are obtained 30 mg of N-[5-[6-(allyl-methyl-amino)-hexyloxy]-2-(4-b... Reactants: COc1c(C)cc(C2(c3ccnc(Br)c3)N=C(N)c3c(F)cccc32)cc1F, OB(O)c1cncnc1. Product: COc1c(C)cc(C2(c3ccnc(-c4cncnc4)c3)N=C(N)c3c(F)cccc32)cc1F. RXN SMILES: [Br:1][c:2]1[n:3][cH:4][cH:5][c:6]([C:8]2([c:19]3[cH:20][c:21]([F:28])[c:22]([O:26][CH3:27])[c:23]([CH3:25])[cH:24]3)[N:9]=[C:10]([NH2:18])[c:11]3[c:12]([F:17])[cH:13][cH:14][cH:15][c:16]32)[cH:7]1.[n:29]1[cH:30][n:31][cH:32][c:33]([B:35]([OH:36])[OH:37])[cH:34]1>>[c:2]1(-[c:33]2[cH:32][n:31][cH:30][n:29][cH:34]2)[n:3][cH:4][cH:5][c:6]([C:8]2([c:19]3[cH:20][c:21]([F:28])[c:22]([O:26][CH3:27])[c:23]([CH3:25])[cH:24]3)[N:9]=[C:10]([NH2:18])[c:11]3[c:12]([F:17])[cH:13][cH:14][cH:15][c:16]32)[cH:7]1.